This data is from the Open Reaction Database (ORD), a public repository of structured organic reaction records. The task is: describe an organic reaction: reactants, conditions, products, and yield The reactants are C([O-])([O-])=O.[K+].[K+] (Potassium carbonate), COCCNCCOC (bis(2-methoxyethyl)amine), CN(C)C=O (DMF), ClC1=NC=C(C=C1)[N+](=O)[O-] (2-chloro-5-nitropyridine). The solvent is O (Water). Conditions: time 5 hour. Product: COCCN(C1=NC=C(C=C1)[N+](=O)[O-])CCOC (N,N-bis(2-methoxyethyl)-5-nitropyridin-2-amine). Isolated yield 72.7%. RXN SMILES: C(=O)([O-])[O-].[K+].[K+].[CH3:7][O:8][CH2:9][CH2:10][NH:11][CH2:12][CH2:13][O:14][CH3:15].CN(C=O)C.Cl[C:22]1[CH:27]=[CH:26][C:25]([N+:28]([O-:30])=[O:29])=[CH:24][N:23]=1>O>[CH3:7][O:8][CH2:9][CH2:10][N:11]([CH2:12][CH2:13][O:14][CH3:15])[C:22]1[CH:27]=[CH:26][C:25]([N+:28]([O-:30])=[O:29])=[CH:24][N:23]=1 |f:0.1.2|. Reported procedure: Potassium carbonate (262 mg) and bis(2-methoxyethyl)amine (840 mg) were added to a DMF (2 ml) solution containing 2-chloro-5-nitropyridine (100 mg), followed by stirring at room temperature for 5 hours. Water (15 ml) was added to the reaction solution, followed by stirring at room temperature for 1 hour. Insoluble matter was collected by filtration, and a white solid of N,N-bis(2-methoxyethyl)-5-nitropyridin-2-amine (117 mg) was thus obtained. Starting materials: CC1(c2ccc(C#N)cc2)C(=O)N(CC(=O)OCc2ccccc2)C(=O)N1Cc1ccccc1, CC(=O)O, O, O, c1ccncc1. Yields the product CC1(c2ccc(C=O)cc2)C(=O)N(CC(=O)OCc2ccccc2)C(=O)N1Cc1ccccc1. As a reaction SMILES: [C:2](#[N:3])[c:4]1[cH:5][cH:6][c:7]([C:10]2([CH3:35])[N:11]([CH2:28][c:29]3[cH:30][cH:31][cH:32][cH:33][cH:34]3)[C:12](=[O:27])[N:13]([CH2:16][C:17](=[O:18])[O:19][CH2:20][c:21]3[cH:22][cH:23][cH:24][cH:25][cH:26]3)[C:14]2=[O:15])[cH:8][cH:9]1.[C:37]([OH:38])(=[O:39])[CH3:40].[OH2:1].[OH2:36].[n:41]1[cH:42][cH:43][cH:44][cH:45][cH:46]1>>[O:1]=[CH:2][c:4]1[cH:5][cH:6][c:7]([C:10]2([CH3:35])[N:11]([CH2:28][c:29]3[cH:30][cH:31][cH:32][cH:33][cH:34]3)[C:12](=[O:27])[N:13]([CH2:16][C:17](=[O:18])[O:19][CH2:20][c:21]3[cH:22][cH:23][cH:24][cH:25][cH:26]3)[C:14]2=[O:15])[cH:8][cH:9]1.